Dataset: the Open Reaction Database (ORD), a public repository of structured organic reaction records. Task: describe an organic reaction: reactants, conditions, products, and yield Reactants: [NH4+].[OH-] (NH4OH), C1(CC1)C1=CC(=NN1)NC1=NC(=NC=C1)N(C)CC1=C(C=C2C(=N1)C=CN2COCC[Si](C)(C)C)F (N4-(5-cyclopropyl-1H-pyrazol-3-yl)-N2-((6-fluoro-1-((2-(trimethylsilyl)ethoxy)methyl)-1H-pyrrolo[3,2-b]pyridin-5-yl)methyl)-N2-methylpyrimidine-2,4-diamine), [F-].C(CCC)[N+](CCCC)(CCCC)CCCC (tetrabutyl ammonium fluoride), O (water). Solvent: C1CCOC1 (THF). Reaction conditions: temperature 63 celsius. Yields the product C1(CC1)C1=CC(=NN1)NC1=NC(=NC=C1)N(C)CC1=C(C=C2C(=N1)C=CN2)F (N4-(5-cyclopropyl-1H-pyrazol-3-yl)-N2-((6-fluoro-1H-pyrrolo[3,2-b]pyridin-5-yl)methyl)-N2-methylpyrimidine-2,4-diamine). Yield: 20.0%. Reaction SMILES: [CH:1]1([C:4]2[NH:8][N:7]=[C:6]([NH:9][C:10]3[CH:15]=[CH:14][N:13]=[C:12]([N:16]([CH2:18][C:19]4[N:24]=[C:23]5[CH:25]=[CH:26][N:27](COCC[Si](C)(C)C)[C:22]5=[CH:21][C:20]=4[F:36])[CH3:17])[N:11]=3)[CH:5]=2)[CH2:3][CH2:2]1.[F-].C([N+](CCCC)(CCCC)CCCC)CCC.O.[NH4+].[OH-]>C1COCC1>[CH:1]1([C:4]2[NH:8][N:7]=[C:6]([NH:9][C:10]3[CH:15]=[CH:14][N:13]=[C:12]([N:16]([CH2:18][C:19]4[N:24]=[C:23]5[CH:25]=[CH:26][NH:27][C:22]5=[CH:21][C:20]=4[F:36])[CH3:17])[N:11]=3)[CH:5]=2)[CH2:3][CH2:2]1 |f:1.2,4.5|. Procedure: A mixture of N4-(5-cyclopropyl-1H-pyrazol-3-yl)-N2-((6-fluoro-1-((2-(trimethylsilyl)ethoxy)methyl)-1H-pyrrolo[3,2-b]pyridin-5-yl)methyl)-N2-methylpyrimidine-2,4-diamine (40 mg, 0.1 mmol) and tetrabutyl ammonium fluoride (260 mg, 1 mmol) in THF (5 mL) was heated at 63° C. for 18 h. The reaction mixture was poured into water (10 mL) and the pH was adjusted to 10 by addition of an NH4OH solution. The mixture was extracted with EtOAc (50 mL×3) and the combined extracts dried (MgSO4), filtered, and c... The reactants are Cl.C(C)N([C@@H]1C[C@H](C1)O)CC (Trans-1-diethylamino-3-hydroxycyclobutane hydrochloride), [OH-].[Na+] (sodium hydroxide). Run in CO (methanol). Yields the product C(C)N([C@@H]1C[C@H](C1)O)CC (trans-1-diethylamino-3-hydroxycyclobutane). Reaction SMILES: Cl.[CH2:2]([N:4]([CH2:10][CH3:11])[C@H:5]1[CH2:8][C@H:7]([OH:9])[CH2:6]1)[CH3:3].[OH-].[Na+]>CO>[CH2:2]([N:4]([CH2:10][CH3:11])[C@H:5]1[CH2:8][C@H:7]([OH:9])[CH2:6]1)[CH3:3] |f:0.1,2.3|. Procedure details: Trans-1-diethylamino-3-hydroxycyclobutane hydrochloride (197 mg, 1.10 mmol) was dissolved in methanol (3.0 mL), and thereto was added 1N aqueous sodium hydroxide solution (1.10 mL, 1.10 mmol). The mixture was evaporated, and thereto were added ethyl acetate and tetrahydrofuran, and the mixture was dried over sodium sulfate, and filtered. The filtrate was evaporated to give the titled compound. Reaction SMILES: [CH3:1][C:2]1[CH:7]=[CH:6][C:5]([C:8](=O)[CH2:9][C:10](=O)[C:11]([O:13][CH3:14])=[O:12])=[CH:4][CH:3]=1.Cl.[NH:18]([C:20]1[CH:25]=[C:24]([C:26]#[N:27])[CH:23]=[CH:22][N:21]=1)[NH2:19]>CC(O)=O>[C:26]([C:24]1[CH:23]=[CH:22][N:21]=[C:20]([N:18]2[C:8]([C:5]3[CH:6]=[CH:7][C:2]([CH3:1])=[CH:3][CH:4]=3)=[CH:9][C:10]([C:11]([O:13][CH3:14])=[O:12])=[N:19]2)[CH:25]=1)#[N:27] |f:1.2|. Yields the product C(#N)C1=CC(=NC=C1)N1N=C(C=C1C1=CC=C(C=C1)C)C(=O)OC (methyl 1-(4-cyanopyridin-2-yl)-5-(4-methylphenyl)-1H-pyrazole-3-carboxylate). The reactants are CC1=CC=C(C=C1)C(CC(C(=O)OC)=O)=O (methyl 4-(4-methylphenyl)-2,4-dioxobutanoate), Cl.N(N)C1=NC=CC(=C1)C#N (2-hydrazinylpyridine-4-carbonitrile hydrochloride salt). Yield: 8.5%. Procedure details: A solution of methyl 4-(4-methylphenyl)-2,4-dioxobutanoate (500 mg, 22.7 mmol) and 2-hydrazinylpyridine-4-carbonitrile hydrochloride salt (500 mg, 24.2 mmol, PREPARATION 3) in AcOH (10 mL) was heated at 100° C. for 30 min and cooled to rt. The solution was concentrated to an oily residue which was partitioned between EtOAc (50 mL) and water (50 mL). The pH was adjusted to pH=8 using a saturated aq. Na2CO3 solution. The organics were dried (MgSO4), filtered, and concentrated to give a solid which... Run in CC(=O)O (AcOH). The product is O=C(O)CN(CC(=O)NO)S(=O)(=O)c1ccc(Oc2ccccc2)cc1. Reaction SMILES: [CH2:31]1[O:32][CH2:33][CH2:34][CH2:35]1.[CH3:36][OH:37].[ClH:28].[K+:30].[NH2:26][OH:27].[O:1]([c:2]1[cH:3][cH:4][cH:5][cH:6][cH:7]1)[c:8]1[cH:9][cH:10][c:11]([S:14](=[O:15])(=[O:16])[N:17]([CH2:18][C:19](=[O:20])[OH:21])[CH2:22][C:23](=[O:24])[OH:25])[cH:12][cH:13]1.[OH-:29]>>[O:1]([c:2]1[cH:3][cH:4][cH:5][cH:6][cH:7]1)[c:8]1[cH:9][cH:10][c:11]([S:14](=[O:15])(=[O:16])[N:17]([CH2:18][C:19](=[O:20])[NH:26][OH:27])[CH2:22][C:23](=[O:24])[OH:25])[cH:12][cH:13]1. Reactants: C1CCOC1, CO, Cl, [K+], NO, O=C(O)CN(CC(=O)O)S(=O)(=O)c1ccc(Oc2ccccc2)cc1, [OH-]. Starting materials: C(CCCCCCCCCCCCCCC)(=O)O (Palmitic acid), ClC(=O)OCC (ethyl chloroformate), C([O-])([O-])=O.[Na+].[Na+] (sodium carbonate). Solvent: C(Cl)Cl (methylene chloride). Yields the product C(OC(CCCCCCCCCCCCCCC)=O)(OCC)=O (palmitoyl ethyl carbonate). RXN SMILES: [C:1]([OH:18])(=[O:17])[CH2:2][CH2:3][CH2:4][CH2:5][CH2:6][CH2:7][CH2:8][CH2:9][CH2:10][CH2:11][CH2:12][CH2:13][CH2:14][CH2:15][CH3:16].Cl[C:20]([O:22][CH2:23][CH3:24])=[O:21].C(=O)([O-])[O-].[Na+].[Na+]>C(Cl)Cl>[C:20](=[O:21])([O:22][CH2:23][CH3:24])[O:17][C:1](=[O:18])[CH2:2][CH2:3][CH2:4][CH2:5][CH2:6][CH2:7][CH2:8][CH2:9][CH2:10][CH2:11][CH2:12][CH2:13][CH2:14][CH2:15][CH3:16] |f:2.3.4|. Procedure: Palmitic acid and ethyl chloroformate are reacted with methylene chloride in a molar ratio of 1:1 in the presence of dry sodium carbonate. Inorganic material is filtered off, and the resulting filtrate is used directly in the reaction.